This data is from the Open Reaction Database (ORD), a public repository of structured organic reaction records. The task is: describe an organic reaction: reactants, conditions, products, and yield Starting materials: [N+](=O)([O-])C1=CC2=C(CCNCC2)C=C1 (7-nitro-2,3,4,5-tetrahydro-1H-benzo[d]azepine), CC(=O)C (acetone), C(C)(=O)O[BH-](OC(C)=O)OC(C)=O.[Na+] (sodium triacetoxyborohydride), C(C)(=O)O (acetic acid), C1(=CC=C(C=C1)S(=O)(=O)O)C (p-toluenesulphonic acid), C(O)([O-])=O.[Na+] (Sodium hydrogen carbonate). Solvent: C1CCOC1 (THF). Conditions: time 30 minute. Yields the product C(C)(C)N1CCC2=C(CC1)C=C(C=C2)[N+](=O)[O-] (3-isopropyl-7-nitro-2,3,4,5-tetrahydro-1H-benzo[d]azepine). As a reaction SMILES: [N+:1]([C:4]1[CH:14]=[CH:13][C:7]2[CH2:8][CH2:9][NH:10][CH2:11][CH2:12][C:6]=2[CH:5]=1)([O-:3])=[O:2].[CH3:15][C:16]([CH3:18])=O.C(O)(=O)C.C1(C)C=CC(S(O)(=O)=O)=CC=1.C(O[BH-](OC(=O)C)OC(=O)C)(=O)C.[Na+].C(=O)([O-])O.[Na+]>C1COCC1>[CH:16]([N:10]1[CH2:11][CH2:12][C:6]2[CH:5]=[C:4]([N+:1]([O-:3])=[O:2])[CH:14]=[CH:13][C:7]=2[CH2:8][CH2:9]1)([CH3:18])[CH3:15] |f:4.5,6.7|. Procedure details: 0.96 g (5.00 mmol) 7-nitro-2,3,4,5-tetrahydro-1H-benzo[d]azepine and 0.404 ml (5.50 mmol) acetone are dissolved in 20 ml THF, then 0.414 ml (7.50 mmol) acetic acid and 0.10 g p-toluenesulphonic acid are added and the mixture is stirred for 30 min at room temperature. At room temperature 1.378 g (6.50 mmol) sodium triacetoxyborohydride are added and stirred for 23 h. Then the mixture is made alkaline with sat. Sodium hydrogen carbonate solution and extracted with ethyl acetate, then the organic p...